Dataset: the Open Reaction Database (ORD), a public repository of structured organic reaction records. Task: describe an organic reaction: reactants, conditions, products, and yield The reactants are CC(C(=O)[O-])C1CCN2C1=C(C=1C(=CC(=CC21)F)Br)C(C2=CC=C(C=C2)Cl)=O ((+/−)-methyl[8-bromo-9-(4-chlorobenzoyl)-6-fluoro-2,3-dihydro-1H-pyrrolo[1,2-a]indol-1-yl]acetate), C(CCC)[Sn](C=1SC=CC1)(CCCC)CCCC (tributyl(thien-2-yl)stannane). Product: ClC1=CC=C(C(=O)C2=C3N(C=4C=C(C=C(C24)C=2SC=CC2)F)CCC3CC(=O)O)C=C1 ((+/−)-[9-(4-chlorobenzoyl)-6-fluoro-8-thien-2-yl-2,3-dihydro-1H-pyrrolo[1,2-a]indol-1-yl]acetic acid). As a reaction SMILES: C[CH:2]([CH:6]1[C:10]2=[C:11]([C:20](=[O:28])[C:21]3[CH:26]=[CH:25][C:24]([Cl:27])=[CH:23][CH:22]=3)[C:12]3[C:13](Br)=[CH:14][C:15]([F:18])=[CH:16][C:17]=3[N:9]2[CH2:8][CH2:7]1)[C:3]([O-:5])=[O:4].C([Sn](CCCC)(CCCC)[C:34]1[S:35][CH:36]=[CH:37][CH:38]=1)CCC>>[Cl:27][C:24]1[CH:23]=[CH:22][C:21]([C:20]([C:11]2[C:12]3[C:13]([C:34]4[S:35][CH:36]=[CH:37][CH:38]=4)=[CH:14][C:15]([F:18])=[CH:16][C:17]=3[N:9]3[CH2:8][CH2:7][CH:6]([CH2:2][C:3]([OH:5])=[O:4])[C:10]=23)=[O:28])=[CH:26][CH:25]=1. Procedure: Starting from (+/−)-methyl[8-bromo-9-(4-chlorobenzoyl)-6-fluoro-2,3-dihydro-1H-pyrrolo[1,2-a]indol-1-yl]acetate and tributyl(thien-2-yl)stannane, the title compound was synthesized following the procedures described in Example 42 and Step 10 of Example 7. The reactants are OCCNC(C1=CN=CC=C1)=O (N-hydroxy ethyl nicotinamide), aqueous solution, F (hydrofluoric acid). Yields the product F.OCCNC(C1=CN=CC=C1)=O (N-hydroxy ethyl nicotinamide hydrofluoride). RXN SMILES: [OH:1][CH2:2][CH2:3][NH:4][C:5](=[O:12])[C:6]1[CH:11]=[CH:10][CH:9]=[N:8][CH:7]=1.[FH:13]>>[FH:13].[OH:1][CH2:2][CH2:3][NH:4][C:5](=[O:12])[C:6]1[CH:11]=[CH:10][CH:9]=[N:8][CH:7]=1 |f:2.3|. Procedure details: The N-hydroxy ethyl nicotinamide thus obtained is treated with a 40% aqueous solution of hydrofluoric acid to produce the derivative ##STR6## The reactants are COC(=O)C1OC1CC(C)(C)C, CO, N#CC1CCCCC1, Cl, O. Product: COC(=O)C(O)C(CC(C)(C)C)NC(=O)C1CCCCC1. RXN SMILES: [CH3:1][O:2][C:3]([CH:4]1[CH:5]([CH2:6][C:7]([CH3:8])([CH3:9])[CH3:10])[O:11]1)=[O:12].[CH3:23][OH:24].[CH:13]1([C:19]#[N:20])[CH2:14][CH2:15][CH2:16][CH2:17][CH2:18]1.[ClH:21].[OH2:22]>>[CH3:1][O:2][C:3]([CH:4]([CH:5]([CH2:6][C:7]([CH3:8])([CH3:9])[CH3:10])[NH:20][C:19]([CH:13]1[CH2:14][CH2:15][CH2:16][CH2:17][CH2:18]1)=[O:22])[OH:11])=[O:12]. Reactants: BrC=1C=C2C(=C(C=NC2=CC1)C(=O)C1CC1)N[C@@H]1CC[C@H](CC1)CN1CC(CC1)OC ((6-bromo-4-((trans-4-((3-methoxypyrrolidin-1-yl)methyl)cyclohexyl)amino)quinolin-3-yl)(cyclopropyl)methanone), ClC1=C(C(=CC(=C1)B1OC(C(O1)(C)C)(C)C)Cl)O (2,6-dichloro-4-(4,4,5,5-tetramethyl-1,3,2-dioxaborolan-2-yl)phenol), C(=O)([O-])[O-].[Cs+].[Cs+] (Cs2CO3). The reagents and catalysts are C1=CC=C(C=C1)P([C-]2C=CC=C2)C3=CC=CC=C3.C1=CC=C(C=C1)P([C-]2C=CC=C2)C3=CC=CC=C3.Cl[Pd]Cl.[Fe+2] (Pd(dppf)Cl2). The solvent is O1CCOCC1 (dioxane). Reaction conditions: temperature 80 celsius. Product: C1(CC1)C(=O)C=1C=NC2=CC=C(C=C2C1N[C@@H]1CC[C@H](CC1)CN1CC(CC1)OC)C1=CC(=C(C(=C1)Cl)O)Cl (cyclopropyl(6-(3,5-dichloro-4-hydroxyphenyl)-4-((trans-4-((3-methoxypyrrolidin-1-yl)methyl)cyclohexyl)amino)quinolin-3-yl)methanone). Isolated yield 53.8%. Reaction SMILES: Br[C:2]1[CH:3]=[C:4]2[C:9](=[CH:10][CH:11]=1)[N:8]=[CH:7][C:6]([C:12]([CH:14]1[CH2:16][CH2:15]1)=[O:13])=[C:5]2[NH:17][C@H:18]1[CH2:23][CH2:22][C@H:21]([CH2:24][N:25]2[CH2:29][CH2:28][CH:27]([O:30][CH3:31])[CH2:26]2)[CH2:20][CH2:19]1.[Cl:32][C:33]1[CH:38]=[C:37](B2OC(C)(C)C(C)(C)O2)[CH:36]=[C:35]([Cl:48])[C:34]=1[OH:49].C([O-])([O-])=O.[Cs+].[Cs+]>O1CCOCC1.C1C=CC(P(C2C=CC=CC=2)[C-]2C=CC=C2)=CC=1.C1C=CC(P(C2C=CC=CC=2)[C-]2C=CC=C2)=CC=1.Cl[Pd]Cl.[Fe+2]>[CH:14]1([C:12]([C:6]2[CH:7]=[N:8][C:9]3[C:4]([C:5]=2[NH:17][C@H:18]2[CH2:19][CH2:20][C@H:21]([CH2:24][N:25]4[CH2:29][CH2:28][CH:27]([O:30][CH3:31])[CH2:26]4)[CH2:22][CH2:23]2)=[CH:3][C:2]([C:37]2[CH:38]=[C:33]([Cl:32])[C:34]([OH:49])=[C:35]([Cl:48])[CH:36]=2)=[CH:11][CH:10]=3)=[O:13])[CH2:15][CH2:16]1 |f:2.3.4,6.7.8.9|. Procedure details: To a suspension of (6-bromo-4-((trans-4-((3-methoxypyrrolidin-1-yl)methyl)cyclohexyl)amino)quinolin-3-yl)(cyclopropyl)methanone (49 mg, 0.10 mmol), 2,6-dichloro-4-(4,4,5,5-tetramethyl-1,3,2-dioxaborolan-2-yl)phenol (43 mg, 0.15 mmol) and Pd(dppf)Cl2 (11 mg, 0.015 mmol) in dioxane (4 mL) was added Cs2CO3 (1.0 M in H2O, 0.4 mL, 0.4 mmol). N2 gas was bubbled through the reaction mixture and the mixture was then heated at 80° C. for 2 h. The solution was allowed to cool to room temperature, then dir... Reaction SMILES: Cl[C:2]1[CH:3]=[C:4]([C:19]([O:21]CC)=[O:20])[C:5]([CH3:18])=[C:6]2[C:11]=1[S:10](=[O:13])(=[O:12])[CH2:9][CH2:8][C:7]12[O:17][CH2:16][CH2:15][O:14]1.[OH-].[Na+]>C(O)C.O.[Zn]>[C:19]([C:4]1[C:5]([CH3:18])=[C:6]2[C:11](=[CH:2][CH:3]=1)[S:10](=[O:13])(=[O:12])[CH2:9][CH2:8][C:7]12[O:17][CH2:16][CH2:15][O:14]1)([OH:21])=[O:20] |f:1.2|. The reagents and catalysts are [Zn] (zinc). Product: C(=O)(O)C=1C(=C2C3(CCS(C2=CC1)(=O)=O)OCCO3)C (6-Carboxy-4,4-ethylenedioxy-5-methylthiochroman-1,1-dioxide). Procedure: 28 Grams (77 mmol) of 8-chloro-6-ethoxycarbonyl-4,4-ethylenedioxy-5-methylthiochroman-1,1-dioxide was dissolved in 100 ml of ethanol, and 13.6 g (208 mmol) of a zinc powder was added. Further, a solution of 27 g (400 mmol) of sodium hydroxide in 50 ml of water and 50 ml of ethanol was added, and then the mixture was stirred under heat at 60° C. for 6 hours. After the completion of the reaction, an insoluble solid was removed by filtration, and an aqueous layer was washed with methylene chloride.... The solvent is C(C)O (ethanol), O (water), C(C)O (ethanol). Reaction conditions: temperature 60 celsius. Starting materials: ClC=1C=C(C(=C2C3(CCS(C12)(=O)=O)OCCO3)C)C(=O)OCC (8-chloro-6-ethoxycarbonyl-4,4-ethylenedioxy-5-methylthiochroman-1,1-dioxide), [OH-].[Na+] (sodium hydroxide). Isolated yield 70.5%. The reactants are C(C)(C)(C)OC(NC1(COC(OC1)(C)C)C#CC1=CC=C(C=C1)CCC#CC1(CCCCC1)O)=O (tert-Butyl-5-((4-(4-(1-hydroxycyclohexyl)but-3-ynyl)phenyl)ethynyl)-2,2-dimethyl-1,3-dioxan-5-ylcarbamate). Reagents/catalysts: [Pd] (Pd/C). Solvent: CCO (EtOH). Yields the product C(C)(C)(C)OC(NC1(COC(OC1)(C)C)CCC1=CC=C(C=C1)CCCCC1(CCCCC1)O)=O (tert-Butyl-5-(4-(4-(1-hydroxycyclohexyl)butyl)phenethyl)-2,2-dimethyl-1,3-dioxan-5-ylcarbamate). Yield: 67.5%. As a reaction SMILES: [C:1]([O:5][C:6](=[O:35])[NH:7][C:8]1([C:16]#[C:17][C:18]2[CH:23]=[CH:22][C:21]([CH2:24][CH2:25][C:26]#[C:27][C:28]3([OH:34])[CH2:33][CH2:32][CH2:31][CH2:30][CH2:29]3)=[CH:20][CH:19]=2)[CH2:13][O:12][C:11]([CH3:15])([CH3:14])[O:10][CH2:9]1)([CH3:4])([CH3:3])[CH3:2]>CCO.[Pd]>[C:1]([O:5][C:6](=[O:35])[NH:7][C:8]1([CH2:16][CH2:17][C:18]2[CH:23]=[CH:22][C:21]([CH2:24][CH2:25][CH2:26][CH2:27][C:28]3([OH:34])[CH2:33][CH2:32][CH2:31][CH2:30][CH2:29]3)=[CH:20][CH:19]=2)[CH2:9][O:10][C:11]([CH3:15])([CH3:14])[O:12][CH2:13]1)([CH3:2])([CH3:3])[CH3:4]. Procedure: A mixture of the product of Step B (0.07 g, 0.13 mmol), and 10% Pd/C (0.04 g) was stirred for 36 h in EtOH (5 ml) under H2. The catalyst was removed by filtration through Celite pad and the filtrate as evaporated to dryness to give the title product (0.043 g; 60%), as colourless paste. 1H-NMR (CDCl3) 1.35 (s, 9H); 1.39 (s, 3H); 1.41 (s, 3H); 1.48-1.49 (m, 20H); 2.15 (d, 2H, J=11.22 Hz); 2.49-2.45 (m, 2H); 3.64 (d, 2H, J=11.73 Hz); 3.86 (d, 2H, J=11.7 Hz); 3.94 (m, 2H); 4.95 (s, 1H); 6.78 (d, 2H,... The reactants are BrC=1C=C(C=CC1)NC([C@H](CC1=CC=CC=C1)NC(OC(C)(C)C)=O)=O ((S)-tert-butyl 1-(3-bromophenylamino)-1-oxo-3-phenylpropan-2-ylcarbamate), CC1(OB(OC1(C)C)C=1C=NNC1)C (4-(4,4,5,5-tetramethyl-1,3,2-dioxaborolan-2-yl)-1H-pyrazole). Product: N1N=CC(=C1)C=1C=C(C=CC1)NC([C@H](CC1=CC=CC=C1)NC(OC(C)(C)C)=O)=O (Tert-butyl (S)-1-(3-(1H-pyrazol-4-yl)phenylamino)-1-oxo-3-phenylpropan-2-ylcarbamate). As a reaction SMILES: Br[C:2]1[CH:3]=[C:4]([NH:8][C:9](=[O:26])[C@@H:10]([NH:18][C:19](=[O:25])[O:20][C:21]([CH3:24])([CH3:23])[CH3:22])[CH2:11][C:12]2[CH:17]=[CH:16][CH:15]=[CH:14][CH:13]=2)[CH:5]=[CH:6][CH:7]=1.CC1(C)C(C)(C)OB([C:35]2[CH:36]=[N:37][NH:38][CH:39]=2)O1>>[NH:37]1[CH:36]=[C:35]([C:2]2[CH:3]=[C:4]([NH:8][C:9](=[O:26])[C@@H:10]([NH:18][C:19](=[O:25])[O:20][C:21]([CH3:24])([CH3:23])[CH3:22])[CH2:11][C:12]3[CH:17]=[CH:16][CH:15]=[CH:14][CH:13]=3)[CH:5]=[CH:6][CH:7]=2)[CH:39]=[N:38]1. Reported procedure: The same procedure as in example 13.0 was employed for this example, replacing tert-butyl (S)-1-(3-(1H-pyrazol-4-yl)phenylamino)-1-oxo-3-phenylpropan-2-ylcarbamate 13.B with 1-((4-bromo-2-nitrophenoxy)methyl)benzene 33.B and replacing pyridin-4-ylboronic acid with 4-(4,4,5,5-tetramethyl-1,3,2-dioxaborolan-2-yl)-1H-pyrazole to give tert-butyl (S)-1-(3-(1H-pyrazol-4-yl)phenylamino)-1-oxo-3-phenylpropan-2-ylcarbamate 33.C. The reactants are ClC=1C=C(C=CC1Cl)[C@@H](CN1CCSC2=C(C1=O)C1=CC=CC=C1C=C2C#N)CC=O (2-[(2S)-2-(3,4-dichlorophenyl)-4-oxobutyl]-1-oxo-1,2,3,4-tetrahydronaphtho[1,2-f][1,4]thiazepine-6-carbonitrile), Cl.CON (methoxyamine hydrochloride). Yields the product ClC=1C=C(C=CC1Cl)[C@@H](CN1CCSC2=C(C1=O)C1=CC=CC=C1C=C2C#N)CCNOC (2-[(2S)-2-(3,4-dichlorophenyl)-4-(methoxyamino)butyl]-1-oxo-1,2,3,4-tetrahydronaphtho[1,2-f][1,4]thiazepine-6-carbonitrile). The yield is 65.8%. As a reaction SMILES: [Cl:1][C:2]1[CH:3]=[C:4]([C@H:9]([CH2:29][CH:30]=O)[CH2:10][N:11]2[C:17](=[O:18])[C:16]3[C:19]4[C:24]([CH:25]=[C:26]([C:27]#[N:28])[C:15]=3[S:14][CH2:13][CH2:12]2)=[CH:23][CH:22]=[CH:21][CH:20]=4)[CH:5]=[CH:6][C:7]=1[Cl:8].Cl.[CH3:33][O:34][NH2:35]>>[Cl:1][C:2]1[CH:3]=[C:4]([C@H:9]([CH2:29][CH2:30][NH:35][O:34][CH3:33])[CH2:10][N:11]2[C:17](=[O:18])[C:16]3[C:19]4[C:24]([CH:25]=[C:26]([C:27]#[N:28])[C:15]=3[S:14][CH2:13][CH2:12]2)=[CH:23][CH:22]=[CH:21][CH:20]=4)[CH:5]=[CH:6][C:7]=1[Cl:8] |f:1.2|. Procedure details: By the method described in Example 79, Intermediate 78a (40 mg, 0.085 mmol) and methoxyamine hydrochloride (13 mg, 0.154 mmol) were converted to 28 mg of the title compound. The reactants are CON=C(CO)C(CCN1CCC(CC1)(C1=CC=CC=C1)O)C1=CC(=C(C=C1)Cl)Cl (3-(3,4-dichlorophenyl)-1-hydroxy-5-(4-hydroxy-4-phenyl-1-piperidinyl)-2-pentanone O-methyloxime), [H-].[Na+] (NaH), FC1=C(CBr)C=CC(=C1)F (2,4-difluorobenzylbromide). The solvent is CN(C)C=O (DMF). Run at temperature 0 celsius, time 30 minute. Yields the product CON=C(COCC1=C(C=C(C=C1)F)F)C(CCN1CCC(CC1)(C1=CC=CC=C1)O)C1=CC(=C(C=C1)Cl)Cl (3-(3,4-dichlorophenyl)-1-[(2,4-difluorophenyl)methoxy]-5-(4-hydroxy-4-phenyl-1-piperidinyl)-2-pentanone O-methyloxime). The yield is 50.0%. Reaction SMILES: [CH3:1][O:2][N:3]=[C:4]([CH:7]([C:23]1[CH:28]=[CH:27][C:26]([Cl:29])=[C:25]([Cl:30])[CH:24]=1)[CH2:8][CH2:9][N:10]1[CH2:15][CH2:14][C:13]([OH:22])([C:16]2[CH:21]=[CH:20][CH:19]=[CH:18][CH:17]=2)[CH2:12][CH2:11]1)[CH2:5][OH:6].[H-].[Na+].[F:33][C:34]1[CH:41]=[C:40]([F:42])[CH:39]=[CH:38][C:35]=1[CH2:36]Br>CN(C=O)C>[CH3:1][O:2][N:3]=[C:4]([CH:7]([C:23]1[CH:28]=[CH:27][C:26]([Cl:29])=[C:25]([Cl:30])[CH:24]=1)[CH2:8][CH2:9][N:10]1[CH2:15][CH2:14][C:13]([OH:22])([C:16]2[CH:21]=[CH:20][CH:19]=[CH:18][CH:17]=2)[CH2:12][CH2:11]1)[CH2:5][O:6][CH2:36][C:35]1[CH:38]=[CH:39][C:40]([F:42])=[CH:41][C:34]=1[F:33] |f:1.2|. Procedure details: Treat a solution of the hydroxy-oxime (200 mg, 0.44 mmol) of Step 4 in DMF at 0° C. with NaH (12 mg, 0.48 mmol). Stir the resulting mixture for 30 mins at 0° C. Add 2,4-difluorobenzylbromide (60 μL, 0.465 mmol) in one portion and remove cooling bath. Stir the reaction for 12-18 hours at room temperature. Quench the reaction with H2O and extract with EtOAC (3×30 mL). Dry the combined organic layers over MgSO4, filter and concentrate under reduced pressure to give the crude compound as a yellow oi...